Dataset: the Open Reaction Database (ORD), a public repository of structured organic reaction records. Task: describe an organic reaction: reactants, conditions, products, and yield Starting materials: CS(=O)(=O)OCCC(c1ccccc1)c1ccccc1, CC#N, [I-], NCC1CCN(Cc2ccc(Cl)cc2)CC1, [Na+]. Yields the product Clc1ccc(CN2CCC(CNCCC(c3ccccc3)c3ccccc3)CC2)cc1. RXN SMILES: [CH3:17][S:18]([O:19][CH2:22][CH2:23][CH:24]([c:25]1[cH:26][cH:27][cH:28][cH:29][cH:30]1)[c:31]1[cH:32][cH:33][cH:34][cH:35][cH:36]1)(=[O:20])=[O:21].[CH3:39][C:40]#[N:41].[I-:37].[NH2:1][CH2:2][CH:3]1[CH2:4][CH2:5][N:6]([CH2:9][c:10]2[cH:11][cH:12][c:13]([Cl:16])[cH:14][cH:15]2)[CH2:7][CH2:8]1.[Na+:38]>>[NH:1]([CH2:2][CH:3]1[CH2:4][CH2:5][N:6]([CH2:9][c:10]2[cH:11][cH:12][c:13]([Cl:16])[cH:14][cH:15]2)[CH2:7][CH2:8]1)[CH2:22][CH2:23][CH:24]([c:25]1[cH:26][cH:27][cH:28][cH:29][cH:30]1)[c:31]1[cH:32][cH:33][cH:34][cH:35][cH:36]1. The reactants are B, O=C(NC(C(=O)O)C1CC1)OCc1ccccc1, C1CCOC1, Cl. Product: O=C(NC(CO)C1CC1)OCc1ccccc1. RXN SMILES: [BH3:19].[CH2:1]([c:2]1[cH:3][cH:4][cH:5][cH:6][cH:7]1)[O:8][C:9](=[O:10])[NH:11][CH:12]([C:13](=[O:14])[OH:15])[CH:16]1[CH2:17][CH2:18]1.[CH2:21]1[O:22][CH2:23][CH2:24][CH2:25]1.[ClH:20]>>[CH2:1]([c:2]1[cH:3][cH:4][cH:5][cH:6][cH:7]1)[O:8][C:9](=[O:10])[NH:11][CH:12]([CH2:13][OH:14])[CH:16]1[CH2:17][CH2:18]1.